From a dataset of the Open Reaction Database (ORD), a public repository of structured organic reaction records. describe an organic reaction: reactants, conditions, products, and yield The reactants are O=C([O-])O, COc1ccc2oc(C(O)CC(C)C)c(C)c2c1, Cc1ccccc1, [Na+], O=S(Cl)Cl, c1ccncc1. Product: COc1ccc2oc(C(Cl)CC(C)C)c(C)c2c1. Reaction SMILES: [C:29](=[O:30])([O-:31])[OH:32].[CH3:1][O:2][c:3]1[cH:4][cH:5][c:6]2[c:7]([c:8]([CH3:17])[c:9]([CH:11]([CH2:12][CH:13]([CH3:14])[CH3:15])[OH:16])[o:10]2)[cH:18]1.[CH3:34][c:35]1[cH:36][cH:37][cH:38][cH:39][cH:40]1.[Na+:33].[S:25]([Cl:26])([Cl:27])=[O:28].[cH:19]1[cH:20][cH:21][n:22][cH:23][cH:24]1>>[CH3:1][O:2][c:3]1[cH:4][cH:5][c:6]2[c:7]([c:8]([CH3:17])[c:9]([CH:11]([CH2:12][CH:13]([CH3:14])[CH3:15])[Cl:27])[o:10]2)[cH:18]1. Reactants: 4,1-{2-piperazin-1-yl-1-[3′-(trifluoromethoxy)-1,1′-biphenyl-4-yl]ethyl}cyclohexanol dihydrochloride, OC1(CCCCC1)C(CN1CCN(CC1)C(=O)OC(C)(C)C)C1=CC=C(C=C1)C1=CC(=CC=C1)OC(F)(F)F (tert-butyl 4-{2-(1-hydroxycyclohexyl)-2-[3′-(trifluoromethoxy)-1,1′-biphenyl-4-yl]ethyl}piperazine-1-carboxylate), Cl (HCl). Product: Cl.Cl.N1(CCNCC1)CC(C1=CC=C(C=C1)C1=CC(=CC=C1)OC(F)(F)F)C1(CCCCC1)O (1-{2-piperazin-1-yl-1-[3′-(trifluoromethoxy)-1,1′-biphenyl-4-yl]ethyl}cyclohexanol dihydrochloride). RXN SMILES: [OH:1][C:2]1([CH:8]([C:23]2[CH:28]=[CH:27][C:26]([C:29]3[CH:34]=[CH:33][CH:32]=[C:31]([O:35][C:36]([F:39])([F:38])[F:37])[CH:30]=3)=[CH:25][CH:24]=2)[CH2:9][N:10]2[CH2:15][CH2:14][N:13](C(OC(C)(C)C)=O)[CH2:12][CH2:11]2)[CH2:7][CH2:6][CH2:5][CH2:4][CH2:3]1.[ClH:40]>>[ClH:40].[ClH:40].[N:10]1([CH2:9][CH:8]([C:2]2([OH:1])[CH2:7][CH2:6][CH2:5][CH2:4][CH2:3]2)[C:23]2[CH:28]=[CH:27][C:26]([C:29]3[CH:34]=[CH:33][CH:32]=[C:31]([O:35][C:36]([F:39])([F:38])[F:37])[CH:30]=3)=[CH:25][CH:24]=2)[CH2:15][CH2:14][NH:13][CH2:12][CH2:11]1 |f:2.3.4|. Reported procedure: In an analogous manner to Example 135, step 4,1-{2-piperazin-1-yl-1-[3′-(trifluoromethoxy)-1,1′-biphenyl-4-yl]ethyl}cyclohexanol dihydrochloride was prepared from tert-butyl 4-{2-(1-hydroxycyclohexyl)-2-[3′-(trifluoromethoxy)-1,1′-biphenyl-4-yl]ethyl}piperazine-1-carboxylate. MS (ES) m/z 449.3 ([M+H]+); HRMS: calcd for C25H31F3N2O2.2.00 HCl, 520.1871; found (ESI), 449.2389.